From a dataset of the Open Reaction Database (ORD), a public repository of structured organic reaction records. describe an organic reaction: reactants, conditions, products, and yield Reactants: C(C)(=O)NC(=O)C=1C=CC(=C(N)C1)CNC(C)=O (5-(Acetylcarbamoyl)-2-(acetylaminomethyl)aniline), C([O-])([O-])=O.[K+].[K+] (potassium carbonate), [I-].[K+] (potassium iodide), ClC1=C(CCl)C=CC(=C1)Cl (2,4-dichlorobenzyl chloride). Run in CN(C=O)C (dimethylformamide), O (water), O (water). Run at temperature 90 celsius, time 15 hour. Yields the product Cl.C(C)(=O)NC(=O)C1=CC=C2CN=C(N(C2=C1)CC1=C(C=C(C=C1)Cl)Cl)C (7-(Acetylcarbamoyl)-1-(2,4-dichlorobenzyl)-1,4-dihydro-2-methylquinazoline hydrochloride). Isolated yield 30.1%. RXN SMILES: [C:1]([NH:4][C:5]([C:7]1[CH:8]=[CH:9][C:10]([CH2:14][NH:15][C:16](=O)[CH3:17])=[C:11]([CH:13]=1)[NH2:12])=[O:6])(=[O:3])[CH3:2].C(=O)([O-])[O-].[K+].[K+].[I-].[K+].[Cl:27][C:28]1[CH:35]=[C:34]([Cl:36])[CH:33]=[CH:32][C:29]=1[CH2:30]Cl>CN(C)C=O.O>[ClH:27].[C:1]([NH:4][C:5]([C:7]1[CH:13]=[C:11]2[C:10]([CH2:14][N:15]=[C:16]([CH3:17])[N:12]2[CH2:30][C:29]2[CH:32]=[CH:33][C:34]([Cl:36])=[CH:35][C:28]=2[Cl:27])=[CH:9][CH:8]=1)=[O:6])(=[O:3])[CH3:2] |f:1.2.3,4.5,9.10|. Reported procedure: 5-(Acetylcarbamoyl)-2-(acetylaminomethyl)aniline (1.06 g), potassium carbonate (1.40 g), potassium iodide (0.8 g) and 2,4-dichlorobenzyl chloride (1.40 g) in a mixture of dimethylformamide (15 ml) and water (10 ml) were stirred at 90° C. for 15 hr. After concentration of the reaction mixture, water was added and the mixture was extracted with ethyl acetate. The extract was concentrated, and methanol (5 ml) and concentrated hydrochloric acid (5 ml) were added. The mixture was refluxed for 1 hr. T... Starting materials: CCN(CC)CCOC(=O)C1=CC=C(C=C1)N.CC1([C@@H](N2[C@H](S1)[C@@H](C2=O)NC(=O)CC3=CC=CC=C3)C(=O)O)C.O (penicillin 100), CC(C1CCC(C(O1)OC2C(CC(C(C2O)OC3C(C(C(CO3)(C)O)NC)O)N)N)N)NC (gentamycin), C(=O)=O (CO2), N[C@@H](CCC(N)=O)C(=O)O (L-glutamine), C1CN(CCN1CCO)CCS(=O)(=O)O (HEPES). Yields the product CCC[C@@H]1C[C@@H](C[C@@H](C[C@@H]2C[C@H](C[C@@H](O2)CC(=O)O1)OC(=O)/C=C\CCC3=COC(=N3)/C=C\CNC(=O)OC)C)OC (Neopeltolide). RXN SMILES: CCN([CH2:6][CH2:7][O:8][C:9]([C:11]1[CH:16]=[CH:15][C:14](N)=[CH:13][CH:12]=1)=[O:10])CC.CC1(C)S[C@@H]2[C@H](NC([CH2:30][C:31]3[CH:36]=C[CH:34]=[CH:33][CH:32]=3)=O)C(=O)N2[C@H]1C(O)=O.[OH2:41].[NH2:42][C@H:43](C(O)=O)[CH2:44][CH2:45][C:46](=[O:48])[NH2:47].C1N(C[CH2:59][OH:60])CCN(CCS(O)(=O)=O)C1.CC(NC)C1O[CH:73]([O:75][CH:76]2[CH:81](O)[CH:80]([O:83][CH:84]3[O:89]CC(O)(C)[CH:86](NC)[CH:85]3O)[CH:79](N)[CH2:78][CH:77]2N)C(N)CC1.[C:100](=O)=[O:101]>>[CH3:77][CH2:78][CH2:79][C@H:80]1[O:83][C:84](=[O:89])[CH2:85][C@@H:86]2[O:41][C@@H:33]([CH2:34][C@@H:7]([O:8][C:9](/[CH:11]=[CH:16]\[CH2:15][CH2:14][C:13]3[N:47]=[C:46](/[CH:45]=[CH:44]\[CH2:43][NH:42][C:100]([O:60][CH3:59])=[O:101])[O:48][CH:12]=3)=[O:10])[CH2:6]2)[CH2:32][C@@H:31]([CH3:30])[CH2:36][C@@H:76]([O:75][CH3:73])[CH2:81]1 |f:0.1.2|. Reported procedure: All cell lines are maintained in Roswell Park Memorial Institute (RPMI) medium 1640 supplemented with 100 U/mL penicillin 100 μg/ml streptomycin, 60 μg/ml L-glutamine, 18 mM HEPES, 0.05 mg/mL gentamycin and 10% fetal bovine serum. Cell lines are cultured in plastic tissue culture flasks and kept in an incubator at 37° C. in humidified air containing 5% CO2.